Dataset: the Open Reaction Database (ORD), a public repository of structured organic reaction records. Task: describe an organic reaction: reactants, conditions, products, and yield Starting materials: C1(CC1)N1C=C(C(C2=CC(=C(C(=C12)OC)N1CC(C(CC1)N)(C)C)F)=O)C(=O)O (1-cyclopropyl-6-fluoro-1,4-dihydro-8-methoxy-7-(4-amino-3,3-dimethyl-1-piperidinyl)-4-oxo-quinoline-3-carboxylic acid), CS(=O)(=O)O (methanesulfonic acid). The solvent is C(C)(C)O (isopropyl alcohol). Reaction conditions: temperature 75 celsius. The product is CS(=O)(=O)O.C1(CC1)N1C=C(C(C2=CC(=C(C(=C12)OC)N1CC(C(CC1)N)(C)C)F)=O)C(=O)O ((±)-1-Cyclopropyl-6-fluoro-1,4-dihydro-8-methoxy-7-(4-amino-3,3-dimethyl-1-piperidinyl)-4-oxo-quinoline-3-carboxylic acid methanesulfonate). Isolated yield 0.1%. As a reaction SMILES: [CH:1]1([N:4]2[C:13]3[C:8](=[CH:9][C:10]([F:25])=[C:11]([N:16]4[CH2:21][CH2:20][CH:19]([NH2:22])[C:18]([CH3:24])([CH3:23])[CH2:17]4)[C:12]=3[O:14][CH3:15])[C:7](=[O:26])[C:6]([C:27]([OH:29])=[O:28])=[CH:5]2)[CH2:3][CH2:2]1.[CH3:30][S:31]([OH:34])(=[O:33])=[O:32]>C(O)(C)C>[CH3:30][S:31]([OH:34])(=[O:33])=[O:32].[CH:1]1([N:4]2[C:13]3[C:8](=[CH:9][C:10]([F:25])=[C:11]([N:16]4[CH2:21][CH2:20][CH:19]([NH2:22])[C:18]([CH3:24])([CH3:23])[CH2:17]4)[C:12]=3[O:14][CH3:15])[C:7](=[O:26])[C:6]([C:27]([OH:29])=[O:28])=[CH:5]2)[CH2:3][CH2:2]1 |f:3.4|. Procedure details: 6.50 Grams (16.13 mol) of 1-cyclopropyl-6-fluoro-1,4-dihydro-8-methoxy-7-(4-amino-3,3-dimethyl-1-piperidinyl)-4-oxo-quinoline-3-carboxylic acid were suspended in 65 ml of isopropyl alcohol. The suspension was heated to 70-80° C. under stirring and then 1.90 g (19.79 mol) methanesulfonic acid was added. The reaction mixture was heated at reflux for 30 minutes. It was cooled to 30-35° C. and filtered. The solid was washed with 10 ml isopropyl alcohol and dried for 16 hrs in oven under vacuum at 50... Reaction SMILES: [C:1]([C:9]1[S:13][C:12]2[CH:14]=[C:15]([CH3:18])[CH:16]=[CH:17][C:11]=2[C:10]=1[OH:19])(=O)[C:2]1[CH:7]=[CH:6][CH:5]=[CH:4][CH:3]=1.C([O-])(=O)C.[NH4+:24]>>[NH2:24]/[C:1](/[C:2]1[CH:7]=[CH:6][CH:5]=[CH:4][CH:3]=1)=[C:9]1\[C:10](=[O:19])[C:11]2[CH:17]=[CH:16][C:15]([CH3:18])=[CH:14][C:12]=2[S:13]\1 |f:1.2|. The reactants are C(C1=CC=CC=C1)(=O)C1=C(C2=C(S1)C=C(C=C2)C)O (2-benzoyl-6-methyl-benzo[b]thiophen-3-ol), C(C)(=O)[O-].[NH4+] (ammonium acetate), ethyl acetate petroleum ether. The yield is 57.0%. Procedure details: Prepared as in Example 31 from 2-benzoyl-6-methyl-benzo[b]thiophen-3-ol and ammonium acetate with a yield of 57% of theory. M.p. 166°-167° C. (ethyl acetate/petroleum ether 1:1). Product: N\C(=C\1/C(C2=C(S1)C=C(C=C2)C)=O)\C2=CC=CC=C2 ((E)-2-[(Amino)phenylmethylene]-6-methylbenzo[b]thiophen-3(2H)-one). Starting materials: [Al+3], S=C=S, CC(=O)Cl, COc1ccc(-c2ccccc2)cc1, [Cl-], [Cl-], [Cl-], Cl, O. The product is COc1ccc(-c2ccc(C(C)=O)cc2)cc1. Reaction SMILES: [Al+3:16].[C:25](=[S:26])=[S:27].[CH3:19][C:20]([Cl:21])=[O:22].[CH3:1][O:2][c:3]1[cH:4][cH:5][c:6](-[c:9]2[cH:10][cH:11][cH:12][cH:13][cH:14]2)[cH:7][cH:8]1.[Cl-:15].[Cl-:17].[Cl-:18].[ClH:23].[OH2:24]>>[CH3:1][O:2][c:3]1[cH:4][cH:5][c:6](-[c:9]2[cH:10][cH:11][c:12]([C:20]([CH3:19])=[O:22])[cH:13][cH:14]2)[cH:7][cH:8]1. The reactants are CCCCc1cc2ccccc2c(Oc2ccc(C=O)cc2)c1-c1ccc(OC)cc1, CCOC(=O)CP(=O)(OCC)OCC, [Li]CCCC. The product is CCCCc1cc2ccccc2c(Oc2ccc(C=CC(=O)OCC)cc2)c1-c1ccc(OC)cc1. RXN SMILES: [CH2:1]([CH2:2][CH2:3][CH3:4])[c:5]1[c:6](-[c:24]2[cH:25][cH:26][c:27]([O:30][CH3:31])[cH:28][cH:29]2)[c:7]([O:15][c:16]2[cH:17][cH:18][c:19]([CH:20]=[O:21])[cH:22][cH:23]2)[c:8]2[cH:9][cH:10][cH:11][cH:12][c:13]2[cH:14]1.[CH3:32][CH2:33][O:34][C:35](=[O:36])[CH2:37][P:38]([O:39][CH2:40][CH3:41])([O:42][CH2:43][CH3:44])=[O:45].[CH3:46][CH2:47][CH2:48][CH2:49][Li:50]>>[CH2:1]([CH2:2][CH2:3][CH3:4])[c:5]1[c:6](-[c:24]2[cH:25][cH:26][c:27]([O:30][CH3:31])[cH:28][cH:29]2)[c:7]([O:15][c:16]2[cH:17][cH:18][c:19]([CH:20]=[CH:37][C:35]([O:34][CH2:33][CH3:32])=[O:36])[cH:22][cH:23]2)[c:8]2[cH:9][cH:10][cH:11][cH:12][c:13]2[cH:14]1. Reactants: BrC=1C=C2C(=C(C=NC2=CC1)C(C)=O)NC=1C=NC(=CC1)OCCN(C)C (1-(6-bromo-4-(6-(2-(dimethylamino)ethoxy)pyridin-3-ylamino)quinolin-3-yl)ethanone), ClC1=C(C(=CC(=C1)B1OC(C(O1)(C)C)(C)C)Cl)O (2,6-dichloro-4-(4,4,5,5-tetramethyl-1,3,2-dioxaborolan-2-yl)phenol), Cl (HCl). The solvent is ClCCl.CO (dichloromethane methanol). Product: Cl.ClC=1C=C(C=C(C1O)Cl)C=1C=C2C(=C(C=NC2=CC1)C(C)=O)NC=1C=NC(=CC1)OCCN(C)C (1-(6-(3,5-dichloro-4-hydroxyphenyl)-4-(6-(2-(dimethylamino)ethoxy)pyridin-3-ylamino)quinolin-3-yl)ethanone hydrochloride). Isolated yield 146.0%. As a reaction SMILES: Br[C:2]1[CH:3]=[C:4]2[C:9](=[CH:10][CH:11]=1)[N:8]=[CH:7][C:6]([C:12](=[O:14])[CH3:13])=[C:5]2[NH:15][C:16]1[CH:17]=[N:18][C:19]([O:22][CH2:23][CH2:24][N:25]([CH3:27])[CH3:26])=[CH:20][CH:21]=1.[Cl:28][C:29]1[CH:34]=[C:33](B2OC(C)(C)C(C)(C)O2)[CH:32]=[C:31]([Cl:44])[C:30]=1[OH:45].Cl>ClCCl.CO>[ClH:28].[Cl:28][C:29]1[CH:34]=[C:33]([C:2]2[CH:3]=[C:4]3[C:9](=[CH:10][CH:11]=2)[N:8]=[CH:7][C:6]([C:12](=[O:14])[CH3:13])=[C:5]3[NH:15][C:16]2[CH:17]=[N:18][C:19]([O:22][CH2:23][CH2:24][N:25]([CH3:27])[CH3:26])=[CH:20][CH:21]=2)[CH:32]=[C:31]([Cl:44])[C:30]=1[OH:45] |f:3.4,5.6|. Procedure details: Following general procedure F, 1-(6-bromo-4-(6-(2-(dimethylamino)ethoxy)pyridin-3-ylamino)quinolin-3-yl)ethanone (5.0 g, 12.0 mmol) was reacted with 2,6-dichloro-4-(4,4,5,5-tetramethyl-1,3,2-dioxaborolan-2-yl)phenol (3.7 g, 13.0 mmol) to obtain the free base. The purified product was suspended in dichloromethane/methanol (1:1, 300 mL) after which HCl (30 mL, 1.25 M in methanol) was added to form a solution. The solution was concentrated to dryness to obtain desired product (5.2 g, 74% over two s... Starting materials: C([O-])([O-])=O.[Cs+].[Cs+] (Cesium carbonate), FC1=CC(=C(C=C1)O)C(C(F)(F)F)C (4-fluoro-2-(1,1,1-trifluoropropan-2-yl)phenol), CS(=O)(=O)OC[C@H](C)NC(=O)OC(C)(C)C ((2S)-2-[(tert-butoxycarbonyl)amino]propyl methanesulfonate). Solvent: O (water), CN(C=O)C (N,N-dimethylformamide). Reaction conditions: temperature 60 celsius, time 1 hour. Product: FC1=CC(=C(OC[C@H](C)N)C=C1)C(C(F)(F)F)C ((2S)-1-[4-fluoro-2-(1,1,1-trifluoropropan-2-yl)phenoxy]propan-2-amine). RXN SMILES: C(=O)([O-])[O-].[Cs+].[Cs+].[F:7][C:8]1[CH:13]=[CH:12][C:11]([OH:14])=[C:10]([CH:15]([CH3:20])[C:16]([F:19])([F:18])[F:17])[CH:9]=1.CS(O[CH2:26][C@@H:27]([NH:29]C(OC(C)(C)C)=O)[CH3:28])(=O)=O>CN(C)C=O.O>[F:7][C:8]1[CH:13]=[CH:12][C:11]([O:14][CH2:26][C@@H:27]([NH2:29])[CH3:28])=[C:10]([CH:15]([CH3:20])[C:16]([F:17])([F:18])[F:19])[CH:9]=1 |f:0.1.2|. Procedure: Cesium carbonate (28.6 g, 87.8 mmol) was added to a solution of crude 4-fluoro-2-(1,1,1-trifluoropropan-2-yl)phenol (C44) (6.00 g, 28.8 mmol) in N,N-dimethylformamide (60 mL). After addition of (2S)-2-[(tert-butoxycarbonyl)amino]propyl methanesulfonate (P12) (7.5 g, 29.6 mmol), the reaction mixture was heated in a 60° C. oil bath for 30 minutes, then treated with additional P12 (7.5 g, 29.6 mmol) and heated for 18 hours. At this point, the reaction mixture was allowed to cool to room temperature... Reactants: COC(=O)C(NC(=O)Cc1cc(F)cc(F)c1)OC, [Na+], C1COCCO1, [OH-]. The product is COC(NC(=O)Cc1cc(F)cc(F)c1)C(=O)O. Reaction SMILES: [F:1][c:2]1[cH:3][c:4]([CH2:9][C:10](=[O:11])[NH:12][CH:13]([C:14](=[O:15])[O:16][CH3:17])[O:18][CH3:19])[cH:5][c:6]([F:8])[cH:7]1.[Na+:21].[O:22]1[CH2:23][CH2:24][O:25][CH2:26][CH2:27]1.[OH-:20]>>[F:1][c:2]1[cH:3][c:4]([CH2:9][C:10](=[O:11])[NH:12][CH:13]([C:14](=[O:15])[OH:16])[O:18][CH3:19])[cH:5][c:6]([F:8])[cH:7]1. Reactants: O=C1CCC(=O)N1Br, CC#N, Nc1ccc(OC(F)F)nc1, O. Product: Nc1ccc(OC(F)F)nc1Br. Reaction SMILES: [Br:12][N:13]1[C:14](=[O:15])[CH2:16][CH2:17][C:18]1=[O:19].[CH3:21][C:22]#[N:23].[F:1][CH:2]([O:3][c:4]1[cH:5][cH:6][c:7]([NH2:10])[cH:8][n:9]1)[F:11].[OH2:20]>>[F:1][CH:2]([O:3][c:4]1[cH:5][cH:6][c:7]([NH2:10])[c:8]([Br:12])[n:9]1)[F:11].